Dataset: the Open Reaction Database (ORD), a public repository of structured organic reaction records. Task: describe an organic reaction: reactants, conditions, products, and yield Starting materials: BrC1=CC(=C(C=C1)N1CCN(CC1)CC(=O)N)[N+](=O)[O-] (2-(4-(4-bromo-2-nitrophenyl)piperazin-1-yl)acetamide), [Cl-].[NH4+] (ammonium chloride). The reagents and catalysts are [Zn] (zinc). Solvent: C1CCOC1.O (THF water). The product is NC1=C(C=CC(=C1)Br)N1CCN(CC1)CC(=O)N (2-(4-(2-amino-4-bromophenyl)piperazin-1-yl)acetamide). Yield: 93.2%. RXN SMILES: [Br:1][C:2]1[CH:7]=[CH:6][C:5]([N:8]2[CH2:13][CH2:12][N:11]([CH2:14][C:15]([NH2:17])=[O:16])[CH2:10][CH2:9]2)=[C:4]([N+:18]([O-])=O)[CH:3]=1.[Cl-].[NH4+]>C1COCC1.O.[Zn]>[NH2:18][C:4]1[CH:3]=[C:2]([Br:1])[CH:7]=[CH:6][C:5]=1[N:8]1[CH2:13][CH2:12][N:11]([CH2:14][C:15]([NH2:17])=[O:16])[CH2:10][CH2:9]1 |f:1.2,3.4|. Procedure: Using similar reaction conditions as described in step ii of Intermediate-27, 2-(4-(4-bromo-2-nitrophenyl)piperazin-1-yl)acetamide (600 mg, 1.74 mmol) was reduced using zinc dust (568 mg, 8.74 mmol) and ammonium chloride (461 mg, 8.74 mmol) in THF/water 10/10 ml to afford 508 mg (93% yield) of the titled product. RXN SMILES: [NH2:1][C:2]1[N:7]=[C:6]([C:8]2[O:9][C:10]([CH3:13])=[CH:11][CH:12]=2)[C:5]([C:14]#[N:15])=[C:4]([S:16][CH3:17])[N:3]=1.[Br:18]N1C(=O)CCC1=O.C(OOC(=O)C1C=CC=CC=1)(=O)C1C=CC=CC=1>C(Cl)(Cl)(Cl)Cl>[NH2:1][C:2]1[N:7]=[C:6]([C:8]2[O:9][C:10]([CH2:13][Br:18])=[CH:11][CH:12]=2)[C:5]([C:14]#[N:15])=[C:4]([S:16][CH3:17])[N:3]=1. Reported procedure: To a stirred suspension of 500 mg (2.03 mmol) 2-amino-4-(5-methyl-furan-2-yl)-6-methylsulfanyl-pyrimidine-5-carbonitrile in 20 ml carbon tetrachloride under argon were added 397 mg (2.23 mmol) N-bromosuccinimide and a small spatula end of benzoyl peroxide. Stirring was continued for 8 hours while the reaction mixture was irradiated with a 500 W halogen lamp. The reaction mixture was then concentrated in vacuo. Chromatography (1/1 ethyl acetate/hexane) followed by trituration in ether afforded 25... Starting materials: halogen, NC1=NC(=C(C(=N1)C=1OC(=CC1)C)C#N)SC (2-amino-4-(5-methyl-furan-2-yl)-6-methylsulfanyl-pyrimidine-5-carbonitrile), C(C1=CC=CC=C1)(=O)OOC(C1=CC=CC=C1)=O (benzoyl peroxide), BrN1C(CCC1=O)=O (N-bromosuccinimide). Product: NC1=NC(=C(C(=N1)C=1OC(=CC1)CBr)C#N)SC (2-amino-4-(5-bromomethyl-furan-2-yl)-6-methylsulfanyl-pyrimidine-5-carbonitrile). Solvent: C(Cl)(Cl)(Cl)Cl (carbon tetrachloride). The yield is 37.9%. Run at time 8 hour. The reactants are O=C(C)C=C(C)C (mesityl oxide), OC(CC(C)(C)OO)C (3-hydroxy-1,1-dimethylbutyl hydroperoxide), S(O)(O)(=O)=O (sulfuric acid). Product: CC(C)(CC(C)=O)OOC(CC(C)O)(C)C (2-METHYL-2-(3-HYDROXY-1,1-DIMETHYLBUTYLPEROXY)-4-PENTANONE). Reaction SMILES: [O:1]=[C:2]([CH:4]=[C:5]([CH3:7])[CH3:6])[CH3:3].[OH:8][CH:9]([CH3:16])[CH2:10][C:11]([O:14][OH:15])([CH3:13])[CH3:12].S(=O)(=O)(O)O>>[CH3:6][C:5]([O:15][O:14][C:11]([CH3:13])([CH3:12])[CH2:10][CH:9]([OH:8])[CH3:16])([CH2:4][C:2](=[O:1])[CH3:3])[CH3:7]. Procedure details: A mixture of 19.60 g. (0.20 mole) of mesityl oxide, 36.90 g. (0.25 mole) of 3-hydroxy-1,1-dimethylbutyl hydroperoxide (90%) and 10 g. of Amberlyst 15® sulfuric acid type ion exchange resin was stirred for 16 hours at 30° C. The resin was separated by filtration and the filtrate subjected to steam distillation at 20 torr in the presence of sodium bicarbonate to maintain a slightly alkaline pH during the distillation. The distillation was ended when the removal of unreacted mesityl oxide was compl... Starting materials: N(N)C([C@H](C)NC(OC(C)(C)C)=O)=O ((S)-tert-butyl (1-hydrazinyl-1-oxopropan-2-yl)carbamate), C(C1=CC=CC=C1)(=O)F (benzoyl fluoride). Reaction conditions: time 50 minute. Yields the product C(C1=CC=CC=C1)(=O)NNC([C@H](C)NC(OC(C)(C)C)=O)=O ((S)-tert-butyl (1-(2-benzoylhydrazinyl)-1-oxopropan-2-yl)carbamate). As a reaction SMILES: [NH:1]([C:3](=[O:14])[C@@H:4]([NH:6][C:7](=[O:13])[O:8][C:9]([CH3:12])([CH3:11])[CH3:10])[CH3:5])[NH2:2].[C:15](F)(=[O:22])[C:16]1[CH:21]=[CH:20][CH:19]=[CH:18][CH:17]=1>>[C:15]([NH:2][NH:1][C:3](=[O:14])[C@@H:4]([NH:6][C:7](=[O:13])[O:8][C:9]([CH3:10])([CH3:12])[CH3:11])[CH3:5])(=[O:22])[C:16]1[CH:21]=[CH:20][CH:19]=[CH:18][CH:17]=1. Reported procedure: To a solution of (S)-tert-butyl (1-hydrazinyl-1-oxopropan-2-yl)carbamate (293 mg, 1.44 mmol, 1.0 equv. in 3 ml of DCM) was added benzoyl fluoride (179 mg, 1.44 mmol in 2 ml of DCM), the reaction solution was stirred at room temperature for 50 min., the solvent was removed to yield the desired product. 1H NMR (400 MHz, CDCl3) δ 7.89-7.78 (m, 2H), 7.54 (t, J=7.4 Hz, 1H), 7.43 (t, J=7.6 Hz, 2H), 5.32 (b, 1H), 4.45 (b, 1H), 1.46 (s, 9H). Isolated yield 46.9%. Reaction SMILES: [CH2:1]([Sn:4](Cl)([CH3:6])[CH3:5])[CH:2]=[CH2:3].C(CC[Mg]I)(C(C(C(C(C(F)(F)F)(F)F)(F)F)(F)F)(F)F)(F)F.[C:31]([CH2:50][CH2:51]I)([C:34]([C:37]([C:40]([C:43]([C:46]([F:49])([F:48])[F:47])([F:45])[F:44])([F:42])[F:41])([F:39])[F:38])([F:36])[F:35])([F:33])[F:32].[Mg]>>[CH2:1]([Sn:4]([CH3:6])([CH3:5])[CH2:51][CH2:50][C:31]([F:32])([F:33])[C:34]([F:36])([F:35])[C:37]([F:38])([F:39])[C:40]([F:42])([F:41])[C:43]([F:44])([F:45])[C:46]([F:47])([F:48])[F:49])[CH:2]=[CH2:3]. Yields the product C(C=C)[Sn](CCC(C(C(C(C(C(F)(F)F)(F)F)(F)F)(F)F)(F)F)(F)F)(C)C (Allyl-dimethyl-(3,3,4,4,5,5,6,6,7,7,8,8,8-tridecafluorooctyl)stannane). Reported procedure: Freshly prepared allyldimethyltin chloride (2.86 g, 12.7 mmol) was added dropwise to the Grignard reagent of C6F13CH2CH2MgI, which was prepared from C6F13CH2CH2I (6.0 g, 12.7 mmol) and magnesium powder (0.37 g, 15.2 mmol). The reaction mixture was refluxed overnight (16 h) before quenching with 1N HCl. The crude product was purified by vacuum distillation (112° C./water pump) to give pure 2a as a colorless oil (3.20 g, 35%). 1H NMR (CDCl3) δ 5.95-5.86 (m, 1H), 4.85-4.80 (dd, J=16.8, 1.4 Hz, 1H),... Starting materials: C(C=C)[Sn](C)(C)Cl (allyldimethyltin chloride), Grignard reagent, C(F)(F)(C(F)(F)C(F)(F)C(F)(F)C(F)(F)C(F)(F)F)CC[Mg]I (C6F13CH2CH2MgI), C(F)(F)(C(F)(F)C(F)(F)C(F)(F)C(F)(F)C(F)(F)F)CCI (C6F13CH2CH2I), [Mg] (magnesium). The reactants are C(C)O (ethanol), [N+](=O)([O-])C1=C(C(=C(C(=C1Cl)Cl)Cl)Cl)[N+](=O)[O-] (1,2-dinitro-3,4,5,6-tetrachlorobenzene), O.O.Cl[Sn]Cl (SnCl2.2H2O), C(=O)(O)[O-].[Na+] (NaHCO3). The solvent is C(C)(=O)OCC (ethyl acetate). Product: NC1=C(C(=C(C(=C1Cl)Cl)Cl)Cl)N (1,2-Diamino-3,4,5,6-tetrachlorobenzene), solid. Isolated yield 71.0%. As a reaction SMILES: [N+:1]([C:4]1[C:9]([Cl:10])=[C:8]([Cl:11])[C:7]([Cl:12])=[C:6]([Cl:13])[C:5]=1[N+:14]([O-])=O)([O-])=O.O.O.Cl[Sn]Cl.C(O)C.C([O-])(O)=O.[Na+]>C(OCC)(=O)C>[NH2:14][C:5]1[C:6]([Cl:13])=[C:7]([Cl:12])[C:8]([Cl:11])=[C:9]([Cl:10])[C:4]=1[NH2:1] |f:1.2.3,5.6|. Reported procedure: 1,2-Diamino-3,4,5,6-tetrachlorobenzene was prepared using an adaptation of the method of Bellamy et al. (Bellamy, F. D. et al., Tetrahedron Lett. 25: 839 (1984)). A mixture of 1,2-dinitro-3,4,5,6-tetrachlorobenzene (1.00 g, 3.27 mmol) and SnCl2.2H2O (3.69 g, 16.4 mmol) dissolved in 10 mL ethyl acetate and 5 mL absolute ethanol under N2 was heated at 80° C. for 1 h. The reaction was allowed to cool to room temperature and poured into 20 mL crushed ice. Sufficient sat'd NaHCO3 solution was adding ...